From a dataset of the Open Reaction Database (ORD), a public repository of structured organic reaction records. describe an organic reaction: reactants, conditions, products, and yield Starting materials: CC(C)(C)OO, Clc1ccccc1, CCCC(O)P(=O)(OCC)OCC. Product: CCCC(=O)P(=O)(OCC)OCC. Reaction SMILES: [C:14]([O:15][OH:16])([CH3:17])([CH3:18])[CH3:19].[Cl:20][c:21]1[cH:22][cH:23][cH:24][cH:25][cH:26]1.[OH:1][CH:2]([CH2:3][CH2:4][CH3:5])[P:6]([O:7][CH2:8][CH3:9])([O:10][CH2:11][CH3:12])=[O:13]>>[O:1]=[C:2]([CH2:3][CH2:4][CH3:5])[P:6]([O:7][CH2:8][CH3:9])([O:10][CH2:11][CH3:12])=[O:13]. Yields the product CC(C)(C)n1ncc(C(=O)Nc2cccc(Oc3ccc4nc(NC(=O)C5CC5)sc4c3C#N)c2)c1-c1ccccc1. Reaction SMILES: [C:1]([CH3:2])([CH3:3])([CH3:4])[n:5]1[n:6][cH:7][c:8]([C:16](=[O:17])[OH:18])[c:9]1-[c:10]1[cH:11][cH:12][cH:13][cH:14][cH:15]1.[CH3:25][N:26]([CH3:27])[CH:28]=[O:29].[CH3:60][CH2:61][O:62][C:63](=[O:64])[CH3:65].[Cl:19][C:20]([C:21]([Cl:22])=[O:23])=[O:24].[NH2:30][c:31]1[cH:32][c:33]([O:34][c:35]2[c:36]([C:50]#[N:51])[c:37]3[c:38]([n:39][c:40]([NH:42][C:43](=[O:44])[CH:45]4[CH2:46][CH2:47]4)[s:41]3)[cH:48][cH:49]2)[cH:52][cH:53][cH:54]1.[O:55]1[CH2:56][CH2:57][CH2:58][CH2:59]1>>[C:1]([CH3:2])([CH3:3])([CH3:4])[n:5]1[n:6][cH:7][c:8]([C:16](=[O:18])[NH:30][c:31]2[cH:32][c:33]([O:34][c:35]3[c:36]([C:50]#[N:51])[c:37]4[c:38]([n:39][c:40]([NH:42][C:43](=[O:44])[CH:45]5[CH2:46][CH2:47]5)[s:41]4)[cH:48][cH:49]3)[cH:52][cH:53][cH:54]2)[c:9]1-[c:10]1[cH:11][cH:12][cH:13][cH:14][cH:15]1. Starting materials: CC(C)(C)n1ncc(C(=O)O)c1-c1ccccc1, CN(C)C=O, CCOC(C)=O, O=C(Cl)C(=O)Cl, N#Cc1c(Oc2cccc(N)c2)ccc2nc(NC(=O)C3CC3)sc12, C1CCOC1. The reactants are CO (MeOH), CO (MeOH), C(=O)(C(F)(F)F)O (TFA), C1(=CCCCC1)C1=C(C=CC(=C1)C1CC(N(C(C1)=O)C)=O)NC(=O)C=1N(C=C(N1)C#N)COCC[Si](C)(C)C (4-cyano-1-(2-trimethylsilanyl-ethoxymethyl)-1H-imidazole-2-carboxylic acid [2-cyclohex-1-enyl-4-(1-methyl-2,6-dioxo-piperidin-4-yl)-phenyl]-amide). Solvent: C(Cl)Cl (CH2Cl2). The product is C1(=CCCCC1)C1=C(C=CC(=C1)C1CC(N(C(C1)=O)C)=O)NC(=O)C=1NC=C(N1)C#N (4-Cyano-1H-imidazole-2-carboxylic acid [2-cyclohex-1-enyl-4-(1-methyl-2,6-dioxo-piperidin-4-yl)-phenyl]-amide). Yield: 8.1%. As a reaction SMILES: [C:1]1([C:7]2[CH:12]=[C:11]([CH:13]3[CH2:18][C:17](=[O:19])[N:16]([CH3:20])[C:15](=[O:21])[CH2:14]3)[CH:10]=[CH:9][C:8]=2[NH:22][C:23]([C:25]2[N:26](COCC[Si](C)(C)C)[CH:27]=[C:28]([C:30]#[N:31])[N:29]=2)=[O:24])[CH2:6][CH2:5][CH2:4][CH2:3][CH:2]=1.CO.C(O)(C(F)(F)F)=O>C(Cl)Cl>[C:1]1([C:7]2[CH:12]=[C:11]([CH:13]3[CH2:18][C:17](=[O:19])[N:16]([CH3:20])[C:15](=[O:21])[CH2:14]3)[CH:10]=[CH:9][C:8]=2[NH:22][C:23]([C:25]2[NH:26][CH:27]=[C:28]([C:30]#[N:31])[N:29]=2)=[O:24])[CH2:6][CH2:5][CH2:4][CH2:3][CH:2]=1. Reported procedure: A solution of 130 mg (0.237 mmol) of 4-cyano-1-(2-trimethylsilanyl-ethoxymethyl)-1H-imidazole-2-carboxylic acid [2-cyclohex-1-enyl-4-(1-methyl-2,6-dioxo-piperidin-4-yl)-phenyl]-amide (as prepared in the previous step) in CH2Cl2 (10 mL) was treated with MeOH (200 μL) and TFA (3 mL) at RT for 1.25 h. MeOH (30 mL) was added, the mixture was concentrated to half volume, MeOH (20 mL) was added, and the solvents were removed completely in vacuo at <35° C. Silica gel chromatography of the residue on a ... The reactants are C(=O)[C@]1([C@@H](N2C(C[C@H]2S1)=O)C(=O)OC(C1=CC=CC=C1)C1=CC=CC=C1)C (benzhydryl (2S,3R,5R)-3-formyl-3-methyl-7-oxo-4-thia-1- aza-bicyclo[3.2.0]heptane-2-carboxylate), C(C)OC(=O)C=P(C1=CC=CC=C1)(C1=CC=CC=C1)C1=CC=CC=C1 (ethoxycarbonylmethylene-triphenylphosphorane). The solvent is C1CCOC1 (THF). Conditions: temperature 50 celsius, time 75 minute. Yields the product C(C)OC(=O)/C=C/[C@]1([C@@H](N2C(C[C@H]2S1)=O)C(=O)OC(C1=CC=CC=C1)C1=CC=CC=C1)C (Benzhydryl (E)-(2S,3S,5R)-3-(2-ethoxycarbonyl-vinyl)-3- methyl-7-oxo-4-thia-1 -aza-bicyclo[3.2.0]heptane-2-carboxylate). RXN SMILES: [CH:1]([C@:3]1([CH3:27])[S:9][C@H:8]2[N:5]([C:6](=[O:10])[CH2:7]2)[C@H:4]1[C:11]([O:13][CH:14]([C:21]1[CH:26]=[CH:25][CH:24]=[CH:23][CH:22]=1)[C:15]1[CH:20]=[CH:19][CH:18]=[CH:17][CH:16]=1)=[O:12])=O.[CH2:28]([O:30][C:31]([CH:33]=P(C1C=CC=CC=1)(C1C=CC=CC=1)C1C=CC=CC=1)=[O:32])[CH3:29]>C1COCC1>[CH2:28]([O:30][C:31](/[CH:33]=[CH:1]/[C@:3]1([CH3:27])[S:9][C@H:8]2[N:5]([C:6](=[O:10])[CH2:7]2)[C@H:4]1[C:11]([O:13][CH:14]([C:21]1[CH:26]=[CH:25][CH:24]=[CH:23][CH:22]=1)[C:15]1[CH:20]=[CH:19][CH:18]=[CH:17][CH:16]=1)=[O:12])=[O:32])[CH3:29]. Procedure details: 500 mg (1.30 mmol) of benzhydryl (2S,3R,5R)-3-formyl-3-methyl-7-oxo-4-thia-1- aza-bicyclo[3.2.0]heptane-2-carboxylate were dissolved in 20 ml of THF under argon and treated with 500 mg (1.40 mmol) of ethoxycarbonylmethylene-triphenylphosphorane. The yellow solution was stirred at 50° C. for 75 minutes and subsequently concentrated. The residue remaining behind was chromatographed over silica gel (0.040-0.063 mm particle size) with ethyl acetate:hexane (9:16) as the eluent. Yield: 520 mg (88%) of...